This data is from the Open Reaction Database (ORD), a public repository of structured organic reaction records. The task is: describe an organic reaction: reactants, conditions, products, and yield Starting materials: COC1=CC=C(CN2N=C(C3=CC=CC=C23)CO)C=C1 ([1-(4-methoxybenzyl)-1H-indazol-3-yl]methanol), BrCC(=O)O (bromoacetic acid), [H-].[Na+] (NaH). The solvent is C1CCOC1 (THF), O (water), ice. Yields the product COC1=CC=C(CN2N=C(C3=CC=CC=C23)COCC(=O)O)C=C1 ({[1-(4-methoxybenzyl)-1H-indazol-3-yl]methoxy}acetic acid). Isolated yield 62.7%. Reaction SMILES: [CH3:1][O:2][C:3]1[CH:20]=[CH:19][C:6]([CH2:7][N:8]2[C:16]3[C:11](=[CH:12][CH:13]=[CH:14][CH:15]=3)[C:10]([CH2:17][OH:18])=[N:9]2)=[CH:5][CH:4]=1.Br[CH2:22][C:23]([OH:25])=[O:24].[H-].[Na+]>C1COCC1.O>[CH3:1][O:2][C:3]1[CH:4]=[CH:5][C:6]([CH2:7][N:8]2[C:16]3[C:11](=[CH:12][CH:13]=[CH:14][CH:15]=3)[C:10]([CH2:17][O:18][CH2:22][C:23]([OH:25])=[O:24])=[N:9]2)=[CH:19][CH:20]=1 |f:2.3|. Procedure: A suspension containing [1-(4-methoxybenzyl)-1H-indazol-3-yl]methanol (6 g; 0.022 mol), bromoacetic acid (4 g; 0.03 mol) and 50% NaH (3 g; 0.066 mol) in THF (170 ml) was stirred at reflux for 72 hours. The reaction was then stopped by diluting with a suspension with water and ice (300 ml) and washing the aqueous phase with diethyl ether (3×150 ml). The aqueous phase was acidified with concentrated HCl. The solid thus formed was filtered off and purified by crystallization from isopropanol. 4.5 g... The reactants are [H-].[Na+] (sodium hydride), CON(C(=O)C1=CNC2=NC=CC=C21)C (N-Methoxy-N-methyl-1H-pyrrolo[2,3-b]pyridine-3-carboxamide), C(C)(C)[Si](C(C)C)(C(C)C)Cl (triisopropylsilyl chloride). Run in CN(C)C=O (DMF). Reaction conditions: time 5 minute. Product: CON(C(=O)C1=CN(C2=NC=CC=C21)[Si](C(C)C)(C(C)C)C(C)C)C (N-Methoxy-N-methyl-1-Triisopropylsilanyl-1H-pyrrolo[2,3-b]pyridine-3-carboxamide). The yield is 92.0%. As a reaction SMILES: [CH3:1][O:2][N:3]([CH3:15])[C:4]([C:6]1[C:14]2[C:9](=[N:10][CH:11]=[CH:12][CH:13]=2)[NH:8][CH:7]=1)=[O:5].[H-].[Na+].[CH:18]([Si:21](Cl)([CH:25]([CH3:27])[CH3:26])[CH:22]([CH3:24])[CH3:23])([CH3:20])[CH3:19]>CN(C=O)C>[CH3:1][O:2][N:3]([CH3:15])[C:4]([C:6]1[C:14]2[C:9](=[N:10][CH:11]=[CH:12][CH:13]=2)[N:8]([Si:21]([CH:25]([CH3:27])[CH3:26])([CH:22]([CH3:24])[CH3:23])[CH:18]([CH3:20])[CH3:19])[CH:7]=1)=[O:5] |f:1.2|. Procedure: A solution of N-Methoxy-N-methyl-1H-pyrrolo[2,3-b]pyridine-3-carboxamide (300 mg, 1.46 mmol) in DMF (5 mL) was cooled to in an ice bath and sodium hydride (73 mg of 60% dispersion, 1.83 mmol) added in one portion. The mixture was stirred for 5 minutes then triisopropylsilyl chloride (353 mg, 1.83 mmol) added dropwise. The reaction was then stirred for 14 hrs during which time the temperature reached rt. The reaction was then quenched by pouring into a mixture of ice and 25% ammonium chloride sol... The reactants are FC1=C(C(=O)NC2=C(C3=C(C(OC3(C)C)(C)C)S2)C(=O)O)C(=CC=C1)C(F)(F)F (2-{[2-fluoro-6-(trifluoromethyl)benzoyl]amino}-4,4,6,6-tetramethyl-4,6-dihydrothieno[2,3-c]furan-3-carboxylic acid), Cl.FC(CCN)(F)F (3,3,3-trifluoropropylamine hydrochloride). The product is FC1=C(C(=O)NC2=C(C3=C(C(OC3(C)C)(C)C)S2)C(=O)NCCC(F)(F)F)C(=CC=C1)C(F)(F)F (2-{[2-fluoro-6-(trifluoromethyl)benzoyl]amino}-4,4,6,6-tetramethyl-N-(3,3,3-trifluoropropyl)-4,6-dihydrothieno[2,3-c]furan-3-carboxamide). RXN SMILES: [F:1][C:2]1[CH:25]=[CH:24][CH:23]=[C:22]([C:26]([F:29])([F:28])[F:27])[C:3]=1[C:4]([NH:6][C:7]1[S:18][C:10]2[C:11]([CH3:17])([CH3:16])[O:12][C:13]([CH3:15])([CH3:14])[C:9]=2[C:8]=1[C:19](O)=[O:20])=[O:5].Cl.[F:31][C:32]([F:37])([F:36])[CH2:33][CH2:34][NH2:35]>>[F:1][C:2]1[CH:25]=[CH:24][CH:23]=[C:22]([C:26]([F:28])([F:27])[F:29])[C:3]=1[C:4]([NH:6][C:7]1[S:18][C:10]2[C:11]([CH3:16])([CH3:17])[O:12][C:13]([CH3:15])([CH3:14])[C:9]=2[C:8]=1[C:19]([NH:35][CH2:34][CH2:33][C:32]([F:37])([F:36])[F:31])=[O:20])=[O:5] |f:1.2|. Procedure: The title compound was prepared from the product of Example 45A and commercially available 3,3,3-trifluoropropylamine hydrochloride by the procedure described for Example 2B. 1H NMR (DMSO-d6, 300 MHz), 1.43 (s, 6H), 1.48 (s, 6H), 2.39-3.50 (m, 2H), 3.35-3.42 (m, 2H), 7.68-7.81 (m, 3H), 8.31 (t, J=5.4 Hz, 1H), 11.53 (br s, 1H). MS (ESI+) m/z 527 (M+H)+. Anal. calcd. for C22H21F7N2O3S: C, 50.19; H, 4.02; N, 5.32. Found: C, 50.30; H, 4.13; N, 5.00. The reactants are BrCCCC(=O)OC(C)(C)C (t-butyl 4-bromobutyrate), C1(CC1)N (cyclopropylamine), [I-].[Na+] (sodium iodide). Yields the product C1(CC1)NCCCC(=O)OC(C)(C)C (t-butyl N-cyclopropyl-4-aminobutyrate). RXN SMILES: Br[CH2:2][CH2:3][CH2:4][C:5]([O:7][C:8]([CH3:11])([CH3:10])[CH3:9])=[O:6].[I-].[Na+].[CH:14]1([NH2:17])[CH2:16][CH2:15]1>>[CH:14]1([NH:17][CH2:2][CH2:3][CH2:4][C:5]([O:7][C:8]([CH3:11])([CH3:10])[CH3:9])=[O:6])[CH2:16][CH2:15]1 |f:1.2|. Procedure details: To cyclopropylamine (50 ml) was added dropwise t-butyl 4-bromobutyrate (33.5 g) at 40° C. To the mixture was added sodium iodide (22.6 g), and the mixture was refluxed overnight. The solvent was evaporated, and to the residue was added water. The mixture was extracted with ethyl acetate, and the organic layer was washed with water and saturated brine and dried with anhydrous magnesium sulfate. The solvent was evaporated, and the residue was purified by distillation under reduced pressure to give... Starting materials: COc1ccc(CO)cc1, Cc1ccccc1, CC[O-], CC[O-], CC[O-], CC[O-], COC(=O)C1CC2(O)c3cccc(Cl)c3N(C)OC2N1, [Ti+4]. Product: COc1ccc(COC(=O)C2CC3(O)c4cccc(Cl)c4N(C)OC3N2)cc1. Reaction SMILES: [CH3:21][O:22][c:23]1[cH:24][cH:25][c:26]([CH2:27][OH:28])[cH:29][cH:30]1.[CH3:31][c:32]1[cH:33][cH:34][cH:35][cH:36][cH:37]1.[CH3:38][CH2:39][O-:40].[CH3:41][CH2:42][O-:43].[CH3:44][CH2:45][O-:46].[CH3:47][CH2:48][O-:49].[Cl:1][c:2]1[cH:3][cH:4][cH:5][c:6]2[c:11]1[N:10]([CH3:12])[O:9][CH:8]1[C:7]2([OH:20])[CH2:15][CH:14]([C:16](=[O:17])[O:18][CH3:19])[NH:13]1.[Ti+4:50]>>[Cl:1][c:2]1[cH:3][cH:4][cH:5][c:6]2[c:11]1[N:10]([CH3:12])[O:9][CH:8]1[C:7]2([OH:20])[CH2:15][CH:14]([C:16](=[O:17])[O:18][CH2:19][c:26]2[cH:25][cH:24][c:23]([O:22][CH3:21])[cH:30][cH:29]2)[NH:13]1.